This data is from the Open Reaction Database (ORD), a public repository of structured organic reaction records. The task is: describe an organic reaction: reactants, conditions, products, and yield Starting materials: Cl (HCl), CCOCC (ether), Cl.ClC=1C=C(C=CC1)NN ((3-Chloro-phenyl)-hydrazine hydrochloride), BrC=1C=C(C=NC1)SCC(C)=O (1-(5-bromo-pyridin-3-ylsulfanyl)-propan-2-one). Run in C(C)(C)(C)O (tert-butanol), C(C)(=O)O (acetic acid). Run at temperature 80 celsius. The product is BrC=1C=C(C=NC1)SC1=C(NC2=CC(=CC=C12)Cl)C (3-(5-Bromo-pyridin-3-ylsulfanyl)-6-chloro-2-methyl-1H-indole). As a reaction SMILES: Cl.[Cl:2][C:3]1[CH:4]=[C:5]([NH:9]N)[CH:6]=[CH:7][CH:8]=1.[Br:11][C:12]1[CH:13]=[C:14]([S:18][CH2:19][C:20](=O)[CH3:21])[CH:15]=[N:16][CH:17]=1.Cl.CCOCC>C(O)(C)(C)C.C(O)(=O)C>[Br:11][C:12]1[CH:13]=[C:14]([S:18][C:19]2[C:6]3[C:5](=[CH:4][C:3]([Cl:2])=[CH:8][CH:7]=3)[NH:9][C:20]=2[CH3:21])[CH:15]=[N:16][CH:17]=1 |f:0.1|. Reported procedure: (3-Chloro-phenyl)-hydrazine hydrochloride (0.828 g, 4.63 mmol) and 1-(5-bromo-pyridin-3-ylsulfanyl)-propan-2-one (1.1 g, 4.63 mmol) were dissolved in tert-butanol (50 mL) and heated to 80° C. After heating overnight the reaction was cooled and concentrated. Purification on silica gel (0-50% EtOAc in hexanes) revealed the existence of hydrazone intermediates. The material was therefore resubmitted to the reaction conditions, with the addition of HCl in ether (13.9 mmol). After 2 hours acetic acid...